This data is from the Open Reaction Database (ORD), a public repository of structured organic reaction records. The task is: describe an organic reaction: reactants, conditions, products, and yield Reactants: C(CCC)N1SC2=NC3=C(N2C1=O)C=CC=C3 (2-butyl-1,2,4-thiadiazolo[4,5-a]benzimidazole-3(2H)-one), N#CN (cyanamide). Procedure details: To a cooled solution of 2-butyl-1,2,4-thiadiazolo[4,5-a]benzimidazole-3(2H)-one (2.00 g, 8.08 mmole) in 25 mL dichloromethane, cyanamide (0.728 g, 16.2 mmole) Was added in one portion and the mixture was stirred for 48 h at room temperature. The resulting precipitate was filtered, slurried in methanol and subsequently washed with dichloromethane to give 1.01 g (66%) of 3-amino-1,2,4-thiadiazolo[4,5-a]benzimidazole as colourless crystals: mp 255°-256° C.; 1H NMR (DMSO-d6) 8 8.23 (d, 1H), 7.71 (d,... Isolated yield 65.7%. Reaction SMILES: C([N:5]1[C:12](=O)[N:11]2[C:7](=[N:8][C:9]3[CH:17]=[CH:16][CH:15]=[CH:14][C:10]=32)[S:6]1)CCC.[N:18]#CN>ClCCl>[NH2:18][C:12]1[N:11]2[C:7](=[N:8][C:9]3[CH:17]=[CH:16][CH:15]=[CH:14][C:10]=32)[S:6][N:5]=1. The solvent is ClCCl (dichloromethane). The product is NC1=NSC2=NC3=C(N21)C=CC=C3 (3-amino-1,2,4-thiadiazolo[4,5-a]benzimidazole). Run at time 48 hour.